Dataset: the Open Reaction Database (ORD), a public repository of structured organic reaction records. Task: describe an organic reaction: reactants, conditions, products, and yield Starting materials: COC(C1=C(C=CC(=C1)O)O)=O (2,5-dihydroxybenzoic acid methyl ester), O(C1=CC=CC=C1)CCCCCCCCCCCCBr (12-phenoxydodecyl bromide). Yields the product COC(C1=C(C=CC(=C1)OCCCCCCCCCCCCOC1=CC=CC=C1)O)=O (2-hydroxy-5-[(12-phenoxydodecyl)oxy]benzoic acid methyl ester). The yield is 75.0%. Reaction SMILES: [CH3:1][O:2][C:3](=[O:12])[C:4]1[CH:9]=[C:8]([OH:10])[CH:7]=[CH:6][C:5]=1[OH:11].[O:13]([CH2:20][CH2:21][CH2:22][CH2:23][CH2:24][CH2:25][CH2:26][CH2:27][CH2:28][CH2:29][CH2:30][CH2:31]Br)[C:14]1[CH:19]=[CH:18][CH:17]=[CH:16][CH:15]=1>>[CH3:1][O:2][C:3](=[O:12])[C:4]1[CH:9]=[C:8]([O:10][CH2:31][CH2:30][CH2:29][CH2:28][CH2:27][CH2:26][CH2:25][CH2:24][CH2:23][CH2:22][CH2:21][CH2:20][O:13][C:14]2[CH:15]=[CH:16][CH:17]=[CH:18][CH:19]=2)[CH:7]=[CH:6][C:5]=1[OH:11]. Reported procedure: The reaction of 2,5-dihydroxybenzoic acid methyl ester with 12-phenoxydodecyl bromide under condition described in Example 101 gave 2-hydroxy-5-[(12-phenoxydodecyl)oxy]benzoic acid methyl ester (75% yield, mp 61°-64° ).